This data is from the Open Reaction Database (ORD), a public repository of structured organic reaction records. The task is: describe an organic reaction: reactants, conditions, products, and yield The reactants are O=[N+]([O-])c1ccc(Br)cc1, O=C([O-])[O-], C1CCNCC1, CS(C)=O, [K+], [K+], O. Product: O=[N+]([O-])c1ccc(N2CCCCC2)cc1. Reaction SMILES: [Br:1][c:2]1[cH:3][cH:4][c:5]([N+:8](=[O:9])[O-:10])[cH:6][cH:7]1.[C:17](=[O:18])([O-:19])[O-:20].[CH2:11]1[CH2:12][CH2:13][NH:14][CH2:15][CH2:16]1.[CH3:24][S:25]([CH3:26])=[O:27].[K+:21].[K+:22].[OH2:23]>>[c:2]1([N:14]2[CH2:13][CH2:12][CH2:11][CH2:16][CH2:15]2)[cH:3][cH:4][c:5]([N+:8](=[O:9])[O-:10])[cH:6][cH:7]1. The reactants are mercuric sulphate, C(C)N(CC#CCCCC1=CC(=C(C=C1)OC)OC)CC (1-diethylamino-6-(3,4-dimethoxyphenyl)hex-2-yne), [OH-].[Na+] (sodium hydroxide). The solvent is S(O)(O)(=O)=O (sulphuric acid), O (water). The product is C(C)N(CCC(CCCC1=CC(=C(C=C1)OC)OC)=O)CC (1-diethylamino-6-(3,4-dimethoxyphenyl)hexan-3-one). As a reaction SMILES: [CH2:1]([N:3]([CH2:20][CH3:21])[CH2:4][C:5]#[C:6][CH2:7][CH2:8][CH2:9][C:10]1[CH:15]=[CH:14][C:13]([O:16][CH3:17])=[C:12]([O:18][CH3:19])[CH:11]=1)[CH3:2].[OH-:22].[Na+]>S(=O)(=O)(O)O.O>[CH2:20]([N:3]([CH2:1][CH3:2])[CH2:4][CH2:5][C:6](=[O:22])[CH2:7][CH2:8][CH2:9][C:10]1[CH:15]=[CH:14][C:13]([O:16][CH3:17])=[C:12]([O:18][CH3:19])[CH:11]=1)[CH3:21] |f:1.2|. Reported procedure: Add mercuric sulphate (0.45 g) to a stirred solution of 1-diethylamino-6-(3,4-dimethoxyphenyl)hex-2-yne (8.5 g) in concentrated sulphuric acid (2.5 cc) and water (25 cc) and maintain the solution at 75° for 90 minutes. Make the cooled solution basic with 10% aqueous sodium hydroxide and filter to remove mercuric oxide. Extract the product with ether and wash and dry the ethereal solution. Evaporate the solvent to obtain 1-diethylamino-6-(3,4-dimethoxyphenyl)hexan-3-one as an oily residue. Reagents/catalysts: Cl (HCl). Solvent: CO (methanol). Reaction SMILES: [C:1]([C:5]1[CH:12]=[CH:11][C:8]([CH2:9][NH2:10])=[CH:7][CH:6]=1)([CH3:4])([CH3:3])[CH3:2].[S:13]1[CH2:18][CH2:17][CH:16]([CH2:19][CH:20]=O)[CH2:15][CH2:14]1.[BH4-].[Na+]>CO.Cl>[C:1]([C:5]1[CH:6]=[CH:7][C:8]([CH2:9][NH:10][CH2:20][CH2:19][CH:16]2[CH2:17][CH2:18][S:13][CH2:14][CH2:15]2)=[CH:11][CH:12]=1)([CH3:4])([CH3:2])[CH3:3] |f:2.3|. Isolated yield 87.0%. Reactants: C(C)(C)(C)C1=CC=C(CN)C=C1 (4-tert-butylbenzylamine), S1CCC(CC1)CC=O ((tetrahydro-thiopyran-4-yl)-acetaldehyde), [BH4-].[Na+] (sodium borohydride). Conditions: time 30 minute. Procedure: 0.44 ml of 4-tert-butylbenzylamine (2.5 mmol) and 541 mg (tetrahydro-thiopyran-4-yl)-acetaldehyde (3.75 mmol) were dissolved in 7.5 ml methanol and stirred for 30 min at rt and then refluxed for 2.5 h. After cooling down to rt, 114 mg (3 mmol) of sodium borohydride were added and after stirring for 15 min at rt, the reaction mixture was refluxed for 2¾ h. After cooling down to rt, the reaction mixture was treated with 5 drops 1 N HCl and concentrated in vacuo. The residue was diluted with water/... Product: C(C)(C)(C)C1=CC=C(CNCCC2CCSCC2)C=C1 ((4-tert-butyl-benzyl)-[2-(tetrahydro-thiopyran-4-yl)-ethyl]-amine). The reactants are C(CC(=O)C)(=O)OC (methyl acetoacetate), C(C)Br (ethyl bromide), C[O-].[Na+] (sodium methylate). The solvent is CO (methanol). The product is C(C)(=O)C(C(=O)OC)CC (methyl 2-acetylbutyrate). Isolated yield 56.8%. As a reaction SMILES: [C:1]([O:7][CH3:8])(=[O:6])[CH2:2][C:3]([CH3:5])=[O:4].[CH2:9](Br)[CH3:10].C[O-].[Na+]>CO>[C:3]([CH:2]([CH2:9][CH3:10])[C:1]([O:7][CH3:8])=[O:6])(=[O:4])[CH3:5] |f:2.3|. Procedure: 465 g of methyl acetoacetate and then 458 g of ethyl bromide were added under nitrogen to 720 g of 30% sodium methylate solution in 1200 ml of methanol. The reaction mixture was subsequently boiled at reflux. After distillation of the methanol the residue was poured on to ice-water. It was then extracted with n-hexane and water. The organic phases were combined and dried. After evaporation of the solvent and distillation there were obtained 328 g (56.9%) of methyl 2-acetylbutyrate, b.p. 77°-79°/...